From a dataset of the Open Reaction Database (ORD), a public repository of structured organic reaction records. describe an organic reaction: reactants, conditions, products, and yield The reactants are C, CCO, O=[N+]([O-])c1ccc(Cn2cnnn2)cc1, C1CCOC1, [Pd]. Product: Nc1ccc(Cn2cnnn2)cc1. RXN SMILES: [C:19].[CH3:16][CH2:17][OH:18].[N+:1]([O-:2])(=[O:3])[c:4]1[cH:5][cH:6][c:7]([CH2:8][n:9]2[n:10][n:11][n:12][cH:13]2)[cH:14][cH:15]1.[O:21]1[CH2:22][CH2:23][CH2:24][CH2:25]1.[Pd:20]>>[NH2:1][c:4]1[cH:5][cH:6][c:7]([CH2:8][n:9]2[n:10][n:11][n:12][cH:13]2)[cH:14][cH:15]1. Starting materials: [Cl-].[Cl-].[Cl-].[Cl-].[Zr+4] (zirconium tetrachloride), CN(C1=C(C[Li])C=CC=C1)C (2-dimethylaminobenzyllithium). Run in C1(=CC=CC=C1)C (toluene). Conditions: temperature 50 celsius. Yields the product CN(C1=C(C[Zr](CC2=C(C=CC=C2)N(C)C)(CC2=C(C=CC=C2)N(C)C)CC2=C(C=CC=C2)N(C)C)C=CC=C1)C (tetrakis(2-dimethylaminobenzyl)zirconium). As a reaction SMILES: [Cl-].[Cl-].[Cl-].[Cl-].[Zr+4:5].[CH3:6][N:7]([CH3:16])[C:8]1[CH:15]=[CH:14][CH:13]=[CH:12][C:9]=1[CH2:10][Li]>C1(C)C=CC=CC=1>[CH3:6][N:7]([CH3:16])[C:8]1[CH:15]=[CH:14][CH:13]=[CH:12][C:9]=1[CH2:10][Zr:5]([CH2:10][C:9]1[CH:12]=[CH:13][CH:14]=[CH:15][C:8]=1[N:7]([CH3:16])[CH3:6])([CH2:10][C:9]1[CH:12]=[CH:13][CH:14]=[CH:15][C:8]=1[N:7]([CH3:16])[CH3:6])[CH2:10][C:9]1[CH:12]=[CH:13][CH:14]=[CH:15][C:8]=1[N:7]([CH3:16])[CH3:6] |f:0.1.2.3.4|. Reported procedure: To a mixture of 0.046 g of zirconium tetrachloride and 0.113 g of 2-dimethylaminobenzyllithium was added 3 ml of toluene, and the mixture was warmed to about 50° C with stirring. Reaction slowly took place to give an orange liquid. When there was no further appreciable change in the color of the liquid, the mixture was cooled and filtered to give an orange solution of tetrakis(2-dimethylaminobenzyl)zirconium. The reactants are OC1=CC=C(C=C1)NC(C)=O (N-(4-hydroxy-phenyl)-acetamide), ClC1=NC(=CC2=CC=C(C=C12)OC)NC1=NNC(=C1)C ((1-chloro-7-methoxy-isoquinolin-3-yl)-(5-methyl-1H-pyrazol-3-yl)-amine). The product is COC1=CC=C2C=C(N=C(C2=C1)OC1=CC=C(C=C1)NC(C)=O)NC1=NNC(=C1)C (N-{4-[7-methoxy-3-(5-methyl-1H-pyrazol-3-ylamino)-isoquinolin-1-yloxy]-phenyl}-acetamide). Reaction SMILES: [OH:1][C:2]1[CH:7]=[CH:6][C:5]([NH:8][C:9](=[O:11])[CH3:10])=[CH:4][CH:3]=1.Cl[C:13]1[C:22]2[C:17](=[CH:18][CH:19]=[C:20]([O:23][CH3:24])[CH:21]=2)[CH:16]=[C:15]([NH:25][C:26]2[CH:30]=[C:29]([CH3:31])[NH:28][N:27]=2)[N:14]=1>>[CH3:24][O:23][C:20]1[CH:21]=[C:22]2[C:17]([CH:16]=[C:15]([NH:25][C:26]3[CH:30]=[C:29]([CH3:31])[NH:28][N:27]=3)[N:14]=[C:13]2[O:1][C:2]2[CH:3]=[CH:4][C:5]([NH:8][C:9](=[O:11])[CH3:10])=[CH:6][CH:7]=2)=[CH:18][CH:19]=1. Procedure: Similar procedure as described in example 10 was used, starting from N-(4-hydroxy-phenyl)-acetamide and (1-chloro-7-methoxy-isoquinolin-3-yl)-(5-methyl-1H-pyrazol-3-yl)-amine to give N-{4-[7-methoxy-3-(5-methyl-1H-pyrazol-3-ylamino)-isoquinolin-1-yloxy]-phenyl}-acetamide. LC-MS m/e 404(MH+). Reactants: [Cl-].[Li+] (lithium chloride), O (water), FC=1C=C2CCC(C(C2=CC1)=O)(C(=O)OC)C1=CC=CC=C1 (methyl 6-fluoro-1,2,3,4-tetrahydro-1-oxo-2-phenyl-2-naphthalenecarboxylate). The solvent is CN(C=O)C (dimethylformamide). Run at temperature 150 celsius. Product: FC=1C=C2CCC(C(C2=CC1)=O)C1=CC=CC=C1 (6-fluoro-3,4-dihydro-2-phenyl-1(2H)-naphthalenone). Isolated yield 87.0%. As a reaction SMILES: [F:1][C:2]1[CH:3]=[C:4]2[C:9](=[CH:10][CH:11]=1)[C:8](=[O:12])[C:7]([C:17]1[CH:22]=[CH:21][CH:20]=[CH:19][CH:18]=1)(C(OC)=O)[CH2:6][CH2:5]2.[Cl-].[Li+].O>CN(C)C=O>[F:1][C:2]1[CH:3]=[C:4]2[C:9](=[CH:10][CH:11]=1)[C:8](=[O:12])[CH:7]([C:17]1[CH:22]=[CH:21][CH:20]=[CH:19][CH:18]=1)[CH2:6][CH2:5]2 |f:1.2|. Reported procedure: The tetralone from Step B (2.8 g, 9.4 mmole) was dissolved in 45 ml of dimethylformamide. To this solution was added lithium chloride (2.0 g, 47 mmole) and water (0.42 ml, 23 mmole). The reaction mixture was heated to 150° C. for 2.5 hrs and then cooled and partitioned between ether and water. The aqueous phase was separated and extracted three times with ether. The combined organic phases were washed once with water, dried (MgSO4), and concentrated (1.96 g, 87% yield). 1H NMR (CDCl3) δ: 8.13 (1... Reactants: C(#N)C1=CC=C(C=C1)C=1C=CC(NN1)=O (6-(p-cyanophenyl)-3(2H)-pyridazinone), P(=O)(Cl)(Cl)Cl (phosphorus oxychloride). Yields the product C(#N)C1=CC=C(C=C1)C1=CC=C(N=N1)Cl (6-(p-cyanophenyl)-3-chloropyridazine). As a reaction SMILES: [C:1]([C:3]1[CH:8]=[CH:7][C:6]([C:9]2[CH:10]=[CH:11][C:12](=O)[NH:13][N:14]=2)=[CH:5][CH:4]=1)#[N:2].P(Cl)(Cl)([Cl:18])=O>>[C:1]([C:3]1[CH:8]=[CH:7][C:6]([C:9]2[N:14]=[N:13][C:12]([Cl:18])=[CH:11][CH:10]=2)=[CH:5][CH:4]=1)#[N:2]. Procedure: A 3.42 g. portion of 6-(p-cyanophenyl)-3(2H)-pyridazinone in 25 ml. of phosphorus oxychloride is stirred and heated at reflux temperature for 3 hours. Most of the excess phosphorus oxychloride is removed under reduced pressure. Cracked ice-water is added to the concentrate which is stirred until the excess phosphorus oxychloride hydrolyzes. The solid is collected by filtration, dried and recrystallized from dimethylformamide-water, yielding 6-(p-cyanophenyl)-3-chloropyridazine, m.p. 236°-238° C. The reactants are ClC1=C(C=C(C=C1)N1C(C2=C(C1=O)CCCC2)=O)O (N-(4-chloro-3-hydroxyphenyl)-3,4,5,6-tetrahydrophthalimide), BrC(C(=O)OCC)C(C)Br (ethyl 2,3-dibromobutyrate), C([O-])([O-])=O.[K+].[K+] (potassium carbonate). Solvent: CC(=O)C (acetone). Run at time 6 hour. The product is ClC1=C(C=C(C=C1)N1C(C2=C(C1=O)CCCC2)=O)OC(=CC)C(=O)OCC (N-[4-chloro-3-(1-ethoxycarbonylpropen-1-yloxy)phenyl]-3,4,5,6-tetrahydrophthalimide). Reaction SMILES: [Cl:1][C:2]1[CH:7]=[CH:6][C:5]([N:8]2[C:12](=[O:13])[C:11]3[CH2:14][CH2:15][CH2:16][CH2:17][C:10]=3[C:9]2=[O:18])=[CH:4][C:3]=1[OH:19].Br[CH:21]([CH:27](Br)[CH3:28])[C:22]([O:24][CH2:25][CH3:26])=[O:23].C(=O)([O-])[O-].[K+].[K+]>CC(C)=O>[Cl:1][C:2]1[CH:7]=[CH:6][C:5]([N:8]2[C:9](=[O:18])[C:10]3[CH2:17][CH2:16][CH2:15][CH2:14][C:11]=3[C:12]2=[O:13])=[CH:4][C:3]=1[O:19][C:21]([C:22]([O:24][CH2:25][CH3:26])=[O:23])=[CH:27][CH3:28] |f:2.3.4|. Procedure: A mixture of 4.0 g. of N-(4-chloro-3-hydroxyphenyl)-3,4,5,6-tetrahydrophthalimide, 4.7 g. of ethyl 2,3-dibromobutyrate, 2.4 g. of potassium carbonate and 35 ml. of acetone was refluxed with stirring for 6 hours and the precipitated salt was separated by a filtration. The filtrate was concentrated under a reduced pressure and 2N-HCl was added to the residue to obtain a crude crystal. The product was washed with water and dried and purified by a chromatography on a column of silica gel (developing...